From a dataset of the Open Reaction Database (ORD), a public repository of structured organic reaction records. describe an organic reaction: reactants, conditions, products, and yield Reactants: FC1=CC=C(C=C1)C=1C=NN(C1C1=CC=CC=C1)CC(=O)OCC (ethyl 4-(4-fluorophenyl)-5-phenyl-1H-pyrazole-1-acetate), C(C)N(CCCN)CC (3-(diethyl-amino)propanamine), amine. The product is C(C)N(CCCNC(CN1N=CC(=C1C1=CC=CC=C1)C1=CC=C(C=C1)F)=O)CC (N-[3-(Diethylamino)propyl]-4-(4-fluorophenyl)-5-phenyl-1H-pyrazole-1-acetamide). RXN SMILES: [F:1][C:2]1[CH:7]=[CH:6][C:5]([C:8]2[CH:9]=[N:10][N:11]([CH2:19][C:20](OCC)=[O:21])[C:12]=2[C:13]2[CH:18]=[CH:17][CH:16]=[CH:15][CH:14]=2)=[CH:4][CH:3]=1.[CH2:25]([N:27]([CH2:32][CH3:33])[CH2:28][CH2:29][CH2:30][NH2:31])[CH3:26]>>[CH2:25]([N:27]([CH2:32][CH3:33])[CH2:28][CH2:29][CH2:30][NH:31][C:20](=[O:21])[CH2:19][N:11]1[C:12]([C:13]2[CH:18]=[CH:17][CH:16]=[CH:15][CH:14]=2)=[C:8]([C:5]2[CH:4]=[CH:3][C:2]([F:1])=[CH:7][CH:6]=2)[CH:9]=[N:10]1)[CH3:26]. Procedure: A solution of 8.73 g (0.027 mol) of ethyl 4-(4-fluorophenyl)-5-phenyl-1H-pyrazole-1-acetate of example 6 in 30 mL of 3-(diethyl-amino)propanamine was heated at reflux for 3 hr. The excess amine was stripped under vacuum and the residue triturated in 1:1 hexane/methyl t-butyl ether. The solid was recrystallized from triethylamine to yield 8.4 g of product, mp 82°-83° C.